Dataset: the Open Reaction Database (ORD), a public repository of structured organic reaction records. Task: describe an organic reaction: reactants, conditions, products, and yield Reactants: CC1(C(NC(N1)=O)=O)C (5,5-dimethylhydantoin), [Cl-].[Li+] (lithium chloride), CN(C=O)C (dimethylformamide), glass, C12C(CCCC1)O2 (cyclohexene oxide), product. Solvent: CC(=O)C (acetone). Run at temperature 60 celsius. Product: OC1C(CCCC1)N1C(NC(C1=O)(C)C)=O (3-(2'-Hydroxycyclohexyl)-5,5-dimethylhydantoin). RXN SMILES: [CH3:1][C:2]1([CH3:9])[NH:6][C:5](=[O:7])[NH:4][C:3]1=[O:8].[Cl-].[Li+].CN(C)C=O.[CH:17]12[O:23][CH:18]1[CH2:19][CH2:20][CH2:21][CH2:22]2>CC(C)=O>[OH:23][CH:18]1[CH2:19][CH2:20][CH2:21][CH2:22][CH:17]1[N:4]1[C:3](=[O:8])[C:2]([CH3:9])([CH3:1])[NH:6][C:5]1=[O:7] |f:1.2|. Reported procedure: A mixture of 128.1 g of 5,5-dimethylhydantoin (1 mol), 1 g of lithium chloride and 200 ml of dimethylformamide is stirred at 100° C in a 500 ml glass apparatus having a stirrer, thermometer, dropping funnel and reflux condenser. 100 g of cyclohexene oxide (1.02 mols) are added dropwise to this solution over the course of 120 minutes, whilst stirring. Thereafter the mixture is stirred for a further 5 hours at 125°-130° C. After cooling to about 60° C, the reaction mixture is filtered and is conce... Product: Cl.Cl.N1C(=NCC1)NC1=CC=C(C(=O)OC2=C(C3=CC=C(C=C3C=C2)C(N)=N)C(=O)OCC(N(C)C)=O)C=C1 (6-amidino-1-dimethylcarbamoylmethoxycarbonyl-2-naphthyl 4-[(4,5-dihydro-1H-imidazol-2-yl)amino]benzoate.dihydrochloride). RXN SMILES: N1C=CC=CC=1.[ClH:7].[NH:8]1[CH2:12][CH2:11][N:10]=[C:9]1[NH:13][C:14]1[CH:22]=[CH:21][C:17]([C:18]([OH:20])=[O:19])=[CH:16][CH:15]=1.Cl.[C:24]([C:27]1[CH:28]=[C:29]2[C:34](=[CH:35][CH:36]=1)[C:33]([C:37]([O:39][CH2:40][C:41](=[O:45])[N:42]([CH3:44])[CH3:43])=[O:38])=[C:32](O)[CH:31]=[CH:30]2)(=[NH:26])[NH2:25].C1CCC(N=C=NC2CCCCC2)CC1>CN(C1C=CN=CC=1)C.C(C(C)=O)C.O.C(O)(=O)C>[ClH:7].[ClH:7].[NH:10]1[CH2:11][CH2:12][N:8]=[C:9]1[NH:13][C:14]1[CH:15]=[CH:16][C:17]([C:18]([O:20][C:32]2[CH:31]=[CH:30][C:29]3[C:34](=[CH:35][CH:36]=[C:27]([C:24](=[NH:25])[NH2:26])[CH:28]=3)[C:33]=2[C:37]([O:39][CH2:40][C:41](=[O:45])[N:42]([CH3:43])[CH3:44])=[O:38])=[O:19])=[CH:21][CH:22]=1 |f:1.2,3.4,7.8.9,10.11.12|. Run at time 2 hour. Reported procedure: 15 Milliliters of anhydrous pyridine was added to 1.0 g of 4-[(4,5-dihydro-1H-imidazol-2-yl)amino]-benzoic acid.hydrochloride, 1.38 g of 6-amidino-1-dimethylcarbamoylmethoxycarbonyl-2-naphthol.hydrochloride, 1.28 g of DCC and 50.5 mg of DMAP, followed by stirring for 2 hours under cooling with ice and then 48 hours at room temperature. Then, the precipitate was collected by filtration, and dissolved by adding thereto 50 ml of warm DMF, 0.5 ml of 1N-hydrochloric acid and 2 ml of water, followed b... Reactants: N1=CC=CC=C1 (pyridine), Cl.N1C(=NCC1)NC1=CC=C(C(=O)O)C=C1 (4-[(4,5-dihydro-1H-imidazol-2-yl)amino]-benzoic acid.hydrochloride), Cl.C(N)(=N)C=1C=C2C=CC(=C(C2=CC1)C(=O)OCC(N(C)C)=O)O (6-amidino-1-dimethylcarbamoylmethoxycarbonyl-2-naphthol.hydrochloride), C1CCC(CC1)N=C=NC2CCCCC2 (DCC). Reagents/catalysts: CN(C)C=1C=CN=CC1 (DMAP). Isolated yield 37.6%. Solvent: C(C)C(=O)C.O.C(C)(=O)O (methyl ethyl ketone water acetic acid). Reactants: OCC(O)CO (glycerol), polyol, C([C@H](O)[C@H](O)CO)O (erythritol). Run in S(O)(O)(=O)=O (sulfuric acid). Product: O=C[C@H](O)[C@@H](O)[C@H](O)[C@H](O)CO (D-glucose). As a reaction SMILES: [OH:1][CH2:2][CH:3]([CH2:5][OH:6])[OH:4].[CH2:7]([OH:14])[C@@H:8]([C@@H:10](CO)[OH:11])[OH:9]>S(=O)(=O)(O)O>[O:1]=[CH:2][C@@H:3]([C@H:5]([C@@H:7]([C@@H:8]([CH2:10][OH:11])[OH:9])[OH:14])[OH:6])[OH:4]. Reported procedure: Separately, the polyol-type ganoderan was kept at 90°-100° C. for 1-2 hours in 0.05-0.1M sulfuric acid to obtain, as well as glycerol and erythritol, an insoluble substance. Hydrolysis of the insoluble substance gave D-glucose as sole product, while hydrolysis of a methylated polyol-type ganoderan gave a substantial amount of 2,4,6-tri-O-methyl-D-glucose. By exposure to the action of exo-beta-1,3 glucanase, only D-glucose was obtained. These facts confirm that the backbone of ganoderan consists ... Starting materials: C(C=CC)OCC=1C(=NC=CC1I)OC (3-(but-2-enyloxymethyl)-4-iodo-2-methoxy-pyridine), C([O-])([O-])=O.[K+].[K+] (potassium carbonate). The reagents and catalysts are [Cl-].C(CCC)[N+](CCCC)(CCCC)CCCC (tetrabutylammonium chloride), C(C)(=O)[O-].[Pd+2].C(C)(=O)[O-] (palladium(II) acetate), [Rh]Cl.C1(=CC=CC=C1)P(C1=CC=CC=C1)C1=CC=CC=C1.C1(=CC=CC=C1)P(C1=CC=CC=C1)C1=CC=CC=C1.C1(=CC=CC=C1)P(C1=CC=CC=C1)C1=CC=CC=C1 (tris(triphenylphosphine) rhodium(I) chloride). Solvent: CN(C=O)C (N,N-dimethylformamide). Conditions: temperature 90 celsius. The product is C(C)C1=COCC2=C(N=CC=C21)OC (4-ethyl-8-methoxy-1H-pyrano[3,4-c]pyridine). Reaction SMILES: [CH2:1]([O:5][CH2:6][C:7]1[C:8]([O:14][CH3:15])=[N:9][CH:10]=[CH:11][C:12]=1I)[CH:2]=[CH:3][CH3:4].C(=O)([O-])[O-].[K+].[K+]>[Cl-].C([N+](CCCC)(CCCC)CCCC)CCC.CN(C)C=O.C([O-])(=O)C.[Pd+2].C([O-])(=O)C.[Rh]Cl.C1(P(C2C=CC=CC=2)C2C=CC=CC=2)C=CC=CC=1.C1(P(C2C=CC=CC=2)C2C=CC=CC=2)C=CC=CC=1.C1(P(C2C=CC=CC=2)C2C=CC=CC=2)C=CC=CC=1>[CH2:3]([C:2]1[C:12]2[C:7](=[C:8]([O:14][CH3:15])[N:9]=[CH:10][CH:11]=2)[CH2:6][O:5][CH:1]=1)[CH3:4] |f:1.2.3,4.5,7.8.9,10.11.12.13|. Procedure details: A mixture of 3-(but-2-enyloxymethyl)-4-iodo-2-methoxy-pyridine (228 g, 0.714 mol), potassium carbonate (200 g, 1.45 mol) and tetrabutylammonium chloride (100 g, 0.36 mol) in N,N-dimethylformamide (3.5 L) is purged with nitrogen for 20 min prior to the addition of palladium(II) acetate (3.75 g, 0.0167 mol) and tris(triphenylphosphine) rhodium(I) chloride (5.31 g, 0.00574 mol). The mixture is heated at 90° C. for about 4 h, cooled to below 50° C. and filtered through a pad of Celite®. The pad is w... Starting materials: CC(C)(C)OC(=O)CNC(=O)C1=C(O)c2ccccc2C(C)(C#N)C1=O, O=C(O)C(F)(F)F. Product: CC1(C#N)C(=O)C(C(=O)NCC(=O)O)=C(O)c2ccccc21. As a reaction SMILES: [C:1](#[N:2])[C:3]1([CH3:26])[C:4](=[O:25])[C:5]([C:14](=[O:15])[NH:16][CH2:17][C:18](=[O:19])[O:20][C:21]([CH3:22])([CH3:23])[CH3:24])=[C:6]([OH:13])[c:7]2[cH:8][cH:9][cH:10][cH:11][c:12]21.[F:27][C:28]([F:29])([F:30])[C:31]([OH:32])=[O:33]>>[C:1](#[N:2])[C:3]1([CH3:26])[C:4](=[O:25])[C:5]([C:14](=[O:15])[NH:16][CH2:17][C:18](=[O:19])[OH:20])=[C:6]([OH:13])[c:7]2[cH:8][cH:9][cH:10][cH:11][c:12]21.